This data is from the Open Reaction Database (ORD), a public repository of structured organic reaction records. The task is: describe an organic reaction: reactants, conditions, products, and yield The reactants are C1(CC1)N (Cyclopropylamine), NC1=CC(=C(OC2=C3C(=NC=C2)C=C(S3)C3=CC=C(C=N3)CN3C(CCC3=O)=O)C=C1)F (1-((6-(7-(4-amino-2-fluorophenoxy)thieno[3,2-b]pyridin-2-yl)pyridin-3-yl)methyl)pyrrolidine-2,5-dione), TEA, ClC(Cl)(OC(OC(Cl)(Cl)Cl)=O)Cl (triphosgene). The solvent is C1CCOC1 (THF), C1CCOC1 (THF), CCOC(=O)C (EtOAc). Run at temperature -10 celsius, time 1.5 hour. Product: C1(CC1)NC(=O)NC1=CC(=C(C=C1)OC1=C2C(=NC=C1)C=C(S2)C2=NC=C(C=C2)CN2C(CCC2=O)=O)F (1-cyclopropyl-3-(4-(2-(5-((2,5-dioxopyrrolidin-1-yl)methyl)pyridin-2-yl)thieno[3,2-b]pyridin-7-yloxy)-3-fluorophenyl)urea). Yield: 16.7%. As a reaction SMILES: [NH2:1][C:2]1[CH:31]=[CH:30][C:5]([O:6][C:7]2[CH:12]=[CH:11][N:10]=[C:9]3[CH:13]=[C:14]([C:16]4[N:21]=[CH:20][C:19]([CH2:22][N:23]5[C:27](=[O:28])[CH2:26][CH2:25][C:24]5=[O:29])=[CH:18][CH:17]=4)[S:15][C:8]=23)=[C:4]([F:32])[CH:3]=1.ClC(Cl)(O[C:37](=[O:43])OC(Cl)(Cl)Cl)Cl.[CH:45]1([NH2:48])[CH2:47][CH2:46]1>C1COCC1.CCOC(C)=O>[CH:45]1([NH:48][C:37]([NH:1][C:2]2[CH:31]=[CH:30][C:5]([O:6][C:7]3[CH:12]=[CH:11][N:10]=[C:9]4[CH:13]=[C:14]([C:16]5[CH:17]=[CH:18][C:19]([CH2:22][N:23]6[C:24](=[O:29])[CH2:25][CH2:26][C:27]6=[O:28])=[CH:20][N:21]=5)[S:15][C:8]=34)=[C:4]([F:32])[CH:3]=2)=[O:43])[CH2:47][CH2:46]1. Reported procedure: To a solution of 139 (101 mg, 0.225 mmol) in THF (6 mL) at −35° C. was added TEA (0.094 mL, 1.126 mmol) and triphosgene (80 mg, 0.270 mmol) in THF (1 mL) and the mixture was warmed to −10° C. over an hr. Cyclopropylamine (64.3 mg, 1.126 mmol) was added and the reaction mixture was stirred at RT for 1.5 hrs. The reaction mixture was diluted with EtOAc then washed with saturated NH4Cl solution. The organic phase was collected, dried over anhydrous Na2SO4, filtered and concentrated. Purification by... Yields the product Cl, O=C(Nc1ccc2cn[nH]c2c1)c1ccc2nc(Nc3nc4c(s3)CNCC4)[nH]c2c1. As a reaction SMILES: [C:1]([O:2][C:3](=[O:4])[N:8]1[CH2:9][c:10]2[c:11]([n:14][c:15]([NH:17][c:18]3[n:19][c:20]4[c:21]([nH:22]3)[cH:23][c:24]([C:27]([NH:28][c:29]3[cH:30][cH:31][c:32]5[cH:33][n:34][nH:35][c:36]5[cH:37]3)=[O:38])[cH:25][cH:26]4)[s:16]2)[CH2:12][CH2:13]1)([CH3:5])([CH3:6])[CH3:7].[CH3:40][OH:41].[ClH:39].[O:42]1[CH2:43][CH2:44][O:45][CH2:46][CH2:47]1>>[ClH:39].[NH:8]1[CH2:9][c:10]2[c:11]([n:14][c:15]([NH:17][c:18]3[n:19][c:20]4[c:21]([nH:22]3)[cH:23][c:24]([C:27]([NH:28][c:29]3[cH:30][cH:31][c:32]5[cH:33][n:34][nH:35][c:36]5[cH:37]3)=[O:38])[cH:25][cH:26]4)[s:16]2)[CH2:12][CH2:13]1. The reactants are CC(C)(C)OC(=O)N1CCc2nc(Nc3nc4ccc(C(=O)Nc5ccc6cn[nH]c6c5)cc4[nH]3)sc2C1, CO, Cl, C1COCCO1. The reactants are C(C)(=O)OC[C@](CCC=1OC(=CC1)C#CCOC1=CC=C(C=C1)Cl)(C)NC(C)=O ((2R)-1-acetoxy-2-acetylamino-2-methyl-4-{5-[3-(4-chlorophenyloxy)prop-1-ynyl]furan-2-yl}butane), O1CCCC1 (tetrahydrofuran), CO (methanol), O.[OH-].[Li+] (lithium hydroxide monohydrate). The solvent is O (water), O (water). Run at temperature 50 celsius, time 4 hour. The product is C(C(=O)O)(=O)O.N[C@@](CO)(CCC=1OC(=CC1)C#CCOC1=CC=C(C=C1)Cl)C ((2R)-2-Amino-2-methyl-4-{5-[3-(4-chlorophenyloxy)prop-1-ynyl]furan-2-yl}butan-1-ol oxalate). Isolated yield 137.5%. RXN SMILES: [C:1]([O:4][CH2:5][C@@:6]([NH:26]C(=O)C)([CH3:25])[CH2:7][CH2:8][C:9]1[O:10][C:11]([C:14]#[C:15][CH2:16][O:17][C:18]2[CH:23]=[CH:22][C:21]([Cl:24])=[CH:20][CH:19]=2)=[CH:12][CH:13]=1)(=[O:3])[CH3:2].O1CCCC1.CO.[OH2:37].[OH-:38].[Li+]>O>[C:2]([OH:38])(=[O:37])[C:1]([OH:4])=[O:3].[NH2:26][C@:6]([CH3:25])([CH2:7][CH2:8][C:9]1[O:10][C:11]([C:14]#[C:15][CH2:16][O:17][C:18]2[CH:19]=[CH:20][C:21]([Cl:24])=[CH:22][CH:23]=2)=[CH:12][CH:13]=1)[CH2:5][OH:4] |f:3.4.5,7.8|. Procedure: To a solution of (2R)-1-acetoxy-2-acetylamino-2-methyl-4-{5-[3-(4-chlorophenyloxy)prop-1-ynyl]furan-2-yl}butane (0.3083 g, 0.74 mmol) obtained in Example (22c) in a mixed solvent of tetrahydrofuran (1.5 ml) and methanol (1.5 ml) were added successively water (1.5 ml) and lithium hydroxide monohydrate (0.3096 g, 7.38 mmol), and the resulting mixture was stirred at 50° C. for 4 hours. After cooling, water was added to the reaction mixture, and the resulting mixture was extracted with dichlorometha... Reactants: NC1=C(C=CC=C1)O (2-aminophenol), BrC(C(=O)OC)CCCBr (methyl 2,5-dibromovalerate), C([O-])([O-])=O.[K+].[K+] (potassium carbonate). Solvent: CC(=O)C (acetone), C(C)OCC (diethyl ether). Product: BrCCCC1OC2=C(NC1=O)C=CC=C2 (2-(3-bromopropyl)-2H-1,4-benzoxazin-3(4H)one). Yield: 20.3%. Reaction SMILES: [NH2:1][C:2]1[CH:7]=[CH:6][CH:5]=[CH:4][C:3]=1[OH:8].Br[CH:10]([CH2:15][CH2:16][CH2:17][Br:18])[C:11](OC)=[O:12].C(=O)([O-])[O-].[K+].[K+]>CC(C)=O.C(OCC)C>[Br:18][CH2:17][CH2:16][CH2:15][CH:10]1[C:11](=[O:12])[NH:1][C:2]2[CH:7]=[CH:6][CH:5]=[CH:4][C:3]=2[O:8]1 |f:2.3.4|. Reported procedure: 24 g of 2-aminophenol, 55 g of methyl 2,5-dibromovalerate and 30 g of potassium carbonate were heated to reflux for 5 hours in 250 ml of acetone. For work-up, the reaction mixture was diluted with 250 ml of diethyl ether, washed with 200 ml of water and acidified to pH=1 using 12N hydrochloric acid solution. The organic phase was separated, washed twice with 100 ml of water each time, dried and evaporated. The residue was crystallized from methanol. 11 g of 2-(3-bromopropyl)-2H-1,4-benzoxazin-3(... Reactants: O1COC2=C1C=CC=C2C=O (1,3-benzodioxole-4-carbaldehyde), C(C)(C)(C)OC(=O)N1CCNCC1 (tert-butyl-1-piperazine carboxylate), C(#N)[BH3-].[Na+] (Sodium cyanoborohydride). Run in C(C)O (ethanol), C(C)(=O)O (acetic acid). Reaction conditions: time 5 minute. Product: O1COC2=C1C=CC=C2CN2CCN(CC2)C(=O)OC(C)(C)C (tert-Butyl 4-(benzo[d][1,3]dioxol-4-ylmethyl)piperazine-1-carboxylate). The yield is 63.9%. As a reaction SMILES: [O:1]1[C:5]2[CH:6]=[CH:7][CH:8]=[C:9]([CH:10]=O)[C:4]=2[O:3][CH2:2]1.[C:12]([O:16][C:17]([N:19]1[CH2:24][CH2:23][NH:22][CH2:21][CH2:20]1)=[O:18])([CH3:15])([CH3:14])[CH3:13].C([BH3-])#N.[Na+]>C(O)C.C(O)(=O)C>[O:1]1[C:5]2[CH:6]=[CH:7][CH:8]=[C:9]([CH2:10][N:22]3[CH2:21][CH2:20][N:19]([C:17]([O:16][C:12]([CH3:15])([CH3:14])[CH3:13])=[O:18])[CH2:24][CH2:23]3)[C:4]=2[O:3][CH2:2]1 |f:2.3|. Procedure: A solution of 1,3-benzodioxole-4-carbaldehyde (96 mg, 0.64 mmol) in ethanol (2 mL) and acetic acid (0.2 mL) at room temperature was treated with tert-butyl-1-piperazine carboxylate (2.5 eq, 1.60 mmol, 297 mg) and stirred for 5 minutes. Sodium cyanoborohydride (0.95 eq, 0.60 mmol, 38 mg) was added portionwise and the reaction then stirred for 16 h. Concentration in vacuo and preparative tlc purification (CH2Cl2-MeOH, 95:5) gave the product (131 mg, 62%) as a colourless oil; δH (500 MHz, CDCl3) 1.... Reaction SMILES: [CH2:24]([CH3:25])[N:26]1[CH2:27][CH2:28][NH:29][CH2:30][CH2:31]1.[Cl:1][c:2]1[c:3]([F:23])[cH:4][c:5]2[c:6]([n:7][c:8]3[n:9]([CH:19]4[CH2:20][CH2:21]4)[cH:10][c:11]([C:16](=[O:17])[OH:18])[c:12](=[O:15])[c:13]3[cH:14]2)[cH:22]1.[cH:32]1[cH:33][cH:34][n:35][cH:36][cH:37]1>>[c:2]1([N:29]2[CH2:28][CH2:27][N:26]([CH2:24][CH3:25])[CH2:31][CH2:30]2)[c:3]([F:23])[cH:4][c:5]2[c:6]([n:7][c:8]3[n:9]([CH:19]4[CH2:20][CH2:21]4)[cH:10][c:11]([C:16](=[O:17])[OH:18])[c:12](=[O:15])[c:13]3[cH:14]2)[cH:22]1. Product: CCN1CCN(c2cc3nc4c(cc3cc2F)c(=O)c(C(=O)O)cn4C2CC2)CC1. Starting materials: CCN1CCNCC1, O=C(O)c1cn(C2CC2)c2nc3cc(Cl)c(F)cc3cc2c1=O, c1ccncc1.